From a dataset of the Open Reaction Database (ORD), a public repository of structured organic reaction records. describe an organic reaction: reactants, conditions, products, and yield Reactants: ice water, COC1=C(C=C(C(=C1)C1=CC=C(C=C1)CCCCC)OC)C1=CC=C(C=C1)CCCCC (2′,5′-dimethoxy-4,4″-dipentyl[1,1′;4′,1″]terphenyl), solution, B(Br)(Br)Br (boron tribromide). Solvent: ClCCl (dichloromethane), C(Cl)Cl (CH2Cl2). Run at time 6 hour. Product: C(CCCC)C1=CC=C(C=C1)C=1C(=CC(=C(C1)O)C1=CC=C(C=C1)CCCCC)O (4,4″-dipentyl[1,1′;4′,1″]terphenyl-2′,5′-diol). Reaction SMILES: C[O:2][C:3]1[CH:8]=[C:7]([C:9]2[CH:14]=[CH:13][C:12]([CH2:15][CH2:16][CH2:17][CH2:18][CH3:19])=[CH:11][CH:10]=2)[C:6]([O:20]C)=[CH:5][C:4]=1[C:22]1[CH:27]=[CH:26][C:25]([CH2:28][CH2:29][CH2:30][CH2:31][CH3:32])=[CH:24][CH:23]=1.B(Br)(Br)Br>ClCCl>[CH2:28]([C:25]1[CH:24]=[CH:23][C:22]([C:4]2[C:3]([OH:2])=[CH:8][C:7]([C:9]3[CH:10]=[CH:11][C:12]([CH2:15][CH2:16][CH2:17][CH2:18][CH3:19])=[CH:13][CH:14]=3)=[C:6]([OH:20])[CH:5]=2)=[CH:27][CH:26]=1)[CH2:29][CH2:30][CH2:31][CH3:32]. Procedure: A solution of 2′,5′-dimethoxy-4,4″-dipentyl[1,1′;4′,1″]terphenyl (2.15 g) in dichloromethane (40 ml) is cooled to −76° C. and treated with a dropwise addition of 1 M solution of boron tribromide in CH2Cl2 (12 ml). After complete addition the reaction mixture is allowed to reach room temperature and stirring is continued for 6 hours. The reaction mixture is then carefully poured into ice-water (100 g) and stirred for further 20 min. The obtained mixture is then saturated with NaCl and extracted w... The reactants are p-SiMe3, compound 10, C[Si](C1=CC=C(N)C=C1)(C)C (4-trimethylsilyl aniline), compound 12, FC=1C(=NC=CC1)C1=CC=C(C(=O)O)C=C1 (4-(3-fluoro-pyridine-2-yl)benzoic acid), compound 6, C[Si](C1=CC=C(N)C=C1)(C)C (4-trimethylsilyl aniline), FC=1C(=NC=CC1)C1=CC=C(C(=O)O)C=C1 (4-(3-fluoro-pyridine-2-yl)benzoic acid). The product is FC=1C(=NC=CC1)C1=CC=C(C(=O)NC2=CC=C(C=C2)[Si](C)(C)C)C=C1 (4-(3-fluoro-pyridin-2-yl)-N-(4-(trimethylsilyl)phenyl)benzamide). The yield is 80.2%. Reaction SMILES: [CH3:1][Si:2]([CH3:11])([CH3:10])[C:3]1[CH:9]=[CH:8][C:6]([NH2:7])=[CH:5][CH:4]=1.[F:12][C:13]1[C:14]([C:19]2[CH:27]=[CH:26][C:22]([C:23](O)=[O:24])=[CH:21][CH:20]=2)=[N:15][CH:16]=[CH:17][CH:18]=1>>[F:12][C:13]1[C:14]([C:19]2[CH:27]=[CH:26][C:22]([C:23]([NH:7][C:6]3[CH:8]=[CH:9][C:3]([Si:2]([CH3:11])([CH3:10])[CH3:1])=[CH:4][CH:5]=3)=[O:24])=[CH:21][CH:20]=2)=[N:15][CH:16]=[CH:17][CH:18]=1. Procedure: The synthesis method of compound A-08 is similar to example 9. Just R1 and R3 of Scheme 2 are, respectively, F and p-SiMe3. namely: compound 6 is 4-trimethylsilyl aniline (compound 6a 35 mg); compound 10 is 4-(3-fluoro-pyridine-2-yl)benzoic acid (compound 10c); compound 12 is compound A-08 (62 mg, yield 80.23%). The reactants are C1(C=CC(C2=CC=CC=C12)=O)=O (1,4-naphthoquinone), C(C1=CC=CC=C1)N1C=CC=C1 (N-benzylpyrrole), O (water). The reagents and catalysts are C(C)(=O)[O-].[Cu+2].C(C)(=O)[O-] (copper acetate). The solvent is ClCCl (dichloromethane), C(C)(=O)O (acetic acid). Yields the product C(C1=CC=CC=C1)N1C(=CC=C1)C=1C(C2=CC=CC=C2C(C1)=O)=O (2-(1-benzyl-1H-pyrrol-2-yl)-[1,4]-naphthoquinone). The yield is 18.0%. As a reaction SMILES: [C:1]1(=[O:12])[C:10]2[C:5](=[CH:6][CH:7]=[CH:8][CH:9]=2)[C:4](=[O:11])[CH:3]=[CH:2]1.[CH2:13]([N:20]1[CH:24]=[CH:23][CH:22]=[CH:21]1)[C:14]1[CH:19]=[CH:18][CH:17]=[CH:16][CH:15]=1.O>C(O)(=O)C.ClCCl.C([O-])(=O)C.[Cu+2].C([O-])(=O)C>[CH2:13]([N:20]1[CH:24]=[CH:23][CH:22]=[C:21]1[C:3]1[C:4](=[O:11])[C:5]2[C:10]([C:1](=[O:12])[CH:2]=1)=[CH:9][CH:8]=[CH:7][CH:6]=2)[C:14]1[CH:19]=[CH:18][CH:17]=[CH:16][CH:15]=1 |f:5.6.7|. Procedure details: 3.16 millimol of 1,4-naphthoquinone were stirred with 25 millimol of N-benzylpyrrole and 3.16 millimol of copper acetate in 50 ml of acetic acid in a round-bottomed flask at room temperature for 1 hour. The reaction mixture was diluted with 300 ml of dichloromethane and the resulting mixture was then poured into a large volume of water (300 ml). The organic phase was then separated out and washed four times with 100 ml of water and finally with saturated aqueous NaCl solution. The resulting orga... The reactants are C12(CC3CC(CC(C1)C3)C2)C(=O)Cl (adamantane carbonyl chloride), 10-O-(dimethoxytrityl)decyl-phosphonic acid, C(C)[NH+](CC)CC (triethylammonium). The solvent is C(C)#N.N1=CC=CC=C1 (acetonitrile pyridine). Product: CCCCCCCCCC (decane), H-phosphonate. RXN SMILES: C([NH+]([CH2:6][CH3:7])CC)C.[C:8]12(C(Cl)=O)C[CH:12]3[CH2:13][CH:14](C[CH:10]([CH2:11]3)[CH2:9]1)[CH2:15]2>C(#N)C.N1C=CC=CC=1>[CH3:14][CH2:15][CH2:8][CH2:9][CH2:10][CH2:11][CH2:12][CH2:13][CH2:6][CH3:7] |f:2.3|. Procedure details: The dimethoxytrityl group of the derivatized CPG from Example 9 is removed by a treatment with 2% dichloroacetic acid followed by washing with dry acetonitrile. The CPG is washed with acetonitrile-pyridine (1:1) followed by a simultaneous treatment of the CPG with 10 to 30 equivalents of the 10-O-(dimethoxytrityl)decyl-phosphonic acid as the triethylammonium salt, 20-30 equivalents of adamantane carbonyl chloride in acetonitrile-pyridine. The CPG is then washed with acetonitrile-pyridine and the... Reactants: CC(CN1N=CC(=C1)B1OC(C(O1)(C)C)(C)C)(C)O (2-methyl-1-(4-(4,4,5,5-tetramethyl-1,3,2-dioxaborolan-2-yl)-1H-pyrazol-1-yl)propan-2-ol), BrC1=CC2=C(C=3N=C(SC3CCO2)C=2N(C=CN2)CC(F)(F)F)C=C1 (8-Bromo-2-[1-(2,2,2-trifluoro-ethyl)-1H-imidazol-2-yl]-4,5-dihydro-6-oxa-3-thia-1-aza-benzo[e]azulene), C(C)#N (Acetonitrile), C([O-])([O-])=O.[K+].[K+] (Potassium carbonate). Reagents/catalysts: C=1C=CC(=CC1)[P](C=2C=CC=CC2)(C=3C=CC=CC3)[Pd]([P](C=4C=CC=CC4)(C=5C=CC=CC5)C=6C=CC=CC6)([P](C=7C=CC=CC7)(C=8C=CC=CC8)C=9C=CC=CC9)[P](C=1C=CC=CC1)(C=1C=CC=CC1)C=1C=CC=CC1 (Tetrakis(triphenylphosphine)palladium(0)). Run in O (Water). Product: CC(CN1N=CC(=C1)C1=CC2=C(C=3N=C(SC3CCO2)C=2N(C=CN2)CC(F)(F)F)C=C1)(C)O (2-Methyl-1-(4-{2-[1-(2,2,2-trifluoro-ethyl)-1H-imidazol-2-yl]-4,5-dihydro-6-oxa-3-thia-1-aza-benzo[e]azulen-8-yl}-pyrazol-1-yl)-propan-2-ol). Reaction SMILES: Br[C:2]1[CH:25]=[CH:24][C:5]2[C:6]3[N:7]=[C:8]([C:14]4[N:15]([CH2:19][C:20]([F:23])([F:22])[F:21])[CH:16]=[CH:17][N:18]=4)[S:9][C:10]=3[CH2:11][CH2:12][O:13][C:4]=2[CH:3]=1.C(#N)C.C(=O)([O-])[O-].[K+].[K+].[CH3:35][C:36]([OH:53])([CH3:52])[CH2:37][N:38]1[CH:42]=[C:41](B2OC(C)(C)C(C)(C)O2)[CH:40]=[N:39]1>O.C1C=CC([P]([Pd]([P](C2C=CC=CC=2)(C2C=CC=CC=2)C2C=CC=CC=2)([P](C2C=CC=CC=2)(C2C=CC=CC=2)C2C=CC=CC=2)[P](C2C=CC=CC=2)(C2C=CC=CC=2)C2C=CC=CC=2)(C2C=CC=CC=2)C2C=CC=CC=2)=CC=1>[CH3:35][C:36]([OH:53])([CH3:52])[CH2:37][N:38]1[CH:42]=[C:41]([C:2]2[CH:25]=[CH:24][C:5]3[C:6]4[N:7]=[C:8]([C:14]5[N:15]([CH2:19][C:20]([F:23])([F:21])[F:22])[CH:16]=[CH:17][N:18]=5)[S:9][C:10]=4[CH2:11][CH2:12][O:13][C:4]=3[CH:3]=2)[CH:40]=[N:39]1 |f:2.3.4,^1:58,60,79,98|. Procedure: 8-Bromo-2-[1-(2,2,2-trifluoro-ethyl)-1H-imidazol-2-yl]-4,5-dihydro-6-oxa-3-thia-1-aza-benzo[e]azulene (110.0 mg, 0.2557 mmol) dissolved in Acetonitrile (0.534 mL, 10.2 mmol) and with dissolved 2.00 M of Potassium carbonate in Water (0.256 mL). Degas by bubbling nitrogen for 5 min. The reaction was charged with 2-methyl-1-(4-(4,4,5,5-tetramethyl-1,3,2-dioxaborolan-2-yl)-1H-pyrazol-1-yl)propan-2-ol (102 mg, 0.384 mmol) then Tetrakis(triphenylphosphine)palladium(0) (41.36 mg, 0.03579 mmol). The rea... Reactants: [Br-], CC(=O)OCC1OC(Br)C(OC(C)=O)C(OC(C)=O)C1OC(C)=O, CC[N+](CC)(CC)Cc1ccccc1, CCO, ClC(Cl)Cl, O=[N+]([O-])c1ccc(O)cc1, CC(=O)OCC1OC(O)(c2ccc([N+](=O)[O-])cc2)C(OC(C)=O)C(OC(C)=O)C1OC(C)=O, [Na+], [OH-], O. Product: CC(=O)OCC1OC(O)(c2ccc(N)cc2)C(OC(C)=O)C(OC(C)=O)C1OC(C)=O. Reaction SMILES: [Br-:74].[C:1]([O:2][CH:3]1[CH:4]([O:5][C:6](=[O:7])[CH3:8])[CH:9]([O:10][C:11](=[O:12])[CH3:13])[CH:14]([CH2:15][O:16][C:17](=[O:18])[CH3:19])[O:20][CH:21]1[Br:22])(=[O:23])[CH3:24].[CH2:75]([N+:76]([CH2:77][CH3:78])([CH2:79][CH3:80])[CH2:81][CH3:82])[c:83]1[cH:84][cH:85][cH:86][cH:87][cH:88]1.[CH3:90][CH2:91][OH:92].[CH:70]([Cl:71])([Cl:72])[Cl:73].[N+:25]([c:26]1[cH:27][cH:28][c:29]([OH:30])[cH:31][cH:32]1)([O-:33])=[O:34].[N+:37]([O-:38])(=[O:39])[c:40]1[cH:41][cH:42][c:43]([C:46]2([OH:47])[CH:48]([O:49][C:50]([CH3:51])=[O:52])[CH:53]([O:54][C:55]([CH3:56])=[O:57])[CH:58]([O:59][C:60]([CH3:61])=[O:62])[CH:63]([CH2:65][O:66][C:67]([CH3:68])=[O:69])[O:64]2)[cH:44][cH:45]1.[Na+:36].[OH-:35].[OH2:89]>>[NH2:37][c:40]1[cH:41][cH:42][c:43]([C:46]2([OH:47])[CH:48]([O:49][C:50]([CH3:51])=[O:52])[CH:53]([O:54][C:55]([CH3:56])=[O:57])[CH:58]([O:59][C:60]([CH3:61])=[O:62])[CH:63]([CH2:65][O:66][C:67]([CH3:68])=[O:69])[O:64]2)[cH:44][cH:45]1.